From a dataset of the Open Reaction Database (ORD), a public repository of structured organic reaction records. describe an organic reaction: reactants, conditions, products, and yield The reactants are SC=1C=C(C=CC1)OC (3-mercaptoanisole), [OH-].[K+] (KOH), FC1=CC=C(C(CBr)=O)C=C1 (4-fluorophenacyl bromide). Run in C(C)O (ethanol), O (water), CCOC(=O)C (EtOAc). The product is FC1=CC=C(C=C1)C(CSC1=CC(=CC=C1)OC)=O (1-(4-Fluoro-phenyl)-2-(3-methoxy-phenylsulfanyl)-ethanone). The yield is 104.5%. RXN SMILES: [SH:1][C:2]1[CH:3]=[C:4]([O:8][CH3:9])[CH:5]=[CH:6][CH:7]=1.[OH-].[K+].[F:12][C:13]1[CH:22]=[CH:21][C:16]([C:17](=[O:20])[CH2:18]Br)=[CH:15][CH:14]=1>C(O)C.O.CCOC(C)=O>[F:12][C:13]1[CH:22]=[CH:21][C:16]([C:17](=[O:20])[CH2:18][S:1][C:2]2[CH:7]=[CH:6][CH:5]=[C:4]([O:8][CH3:9])[CH:3]=2)=[CH:15][CH:14]=1 |f:1.2|. Procedure: 14.27 ml (115.0 mmol) 3-mercaptoanisole were added to a solution of 7.3 g (115.0 mmol) KOH in 120 ml ethanol and 50 ml water. 25.0 g (115.2 mmol) 4-fluorophenacyl bromide in 120 ml EtOAc were added slowly at 0° C. and the solution was stirred at RT over night. The suspension was concentrated and dissolved in EtOAc and water. The inorganic phase was extracted with EtOAc, the combined organic phases were washed with water and brine and dried over Na2SO4. Evaporation yielded 33.2 g crude 1-(4-Fluor... Reactants: C(C1=CC=CC=C1)OC=1C=C(CN2C=C(C(=C2)C2=CC=CC=C2)CO)C=C(C1)OCC1=CC=CC=C1 ([1-(3,5-dibenzyloxybenzyl)-4-phenyl-3-pyrrolyl]methanol). The reagents and catalysts are [O-2].[O-2].[Mn+4] (manganese dioxide). Solvent: O1CCCC1 (tetrahydrofuran). Reaction conditions: time 2 hour. The product is C(C1=CC=CC=C1)OC=1C=C(CN2C=C(C(=C2)C2=CC=CC=C2)C=O)C=C(C1)OCC1=CC=CC=C1 (1-(3,5-dibenzyloxybenzyl)-4-phenylpyrrole-3-carbaldehyde). The yield is 97.5%. As a reaction SMILES: [CH2:1]([O:8][C:9]1[CH:10]=[C:11]([CH:26]=[C:27]([O:29][CH2:30][C:31]2[CH:36]=[CH:35][CH:34]=[CH:33][CH:32]=2)[CH:28]=1)[CH2:12][N:13]1[CH:17]=[C:16]([C:18]2[CH:23]=[CH:22][CH:21]=[CH:20][CH:19]=2)[C:15]([CH2:24][OH:25])=[CH:14]1)[C:2]1[CH:7]=[CH:6][CH:5]=[CH:4][CH:3]=1>[O-2].[O-2].[Mn+4].O1CCCC1>[CH2:30]([O:29][C:27]1[CH:26]=[C:11]([CH:10]=[C:9]([O:8][CH2:1][C:2]2[CH:7]=[CH:6][CH:5]=[CH:4][CH:3]=2)[CH:28]=1)[CH2:12][N:13]1[CH:17]=[C:16]([C:18]2[CH:23]=[CH:22][CH:21]=[CH:20][CH:19]=2)[C:15]([CH:24]=[O:25])=[CH:14]1)[C:31]1[CH:36]=[CH:35][CH:34]=[CH:33][CH:32]=1 |f:1.2.3|. Procedure: A mixture of [1-(3,5-dibenzyloxybenzyl)-4-phenyl-3-pyrrolyl]methanol (23.8 g), activated manganese dioxide (50.00 g), and tetrahydrofuran (200 ml) was stirred at room temperature for two hours. After the manganese dioxide was removed by filtration, the filtrate was concentrated. The colorless crystals obtained were collected by filtration to yield 1-(3,5-dibenzyloxybenzyl)-4-phenylpyrrole-3-carbaldehyde (23.10 g, yield: 97%). This was recrystallized from tetrahydrofuran-hexane. Melting point: 11... Starting materials: OC1=CC=C2C(C(=C(OC2=C1)C(F)(F)F)C1=CC=C(C(=O)NNC(=O)OC(C)(C)C)C=C1)=O (tert-Butyl 2-(4-(7-hydroxy-4-oxo-2-(trifluoromethyl)-4H-chromen-3-yl)benzoyl)hydrazinecarboxylate), Cl.CO (HCl MeOH). Product: OC1=CC=C2C(C(=C(OC2=C1)C(F)(F)F)C1=CC=C(C(=O)NN)C=C1)=O (4-(7-hydroxy-4-oxo-2-(trifluoromethyl)-4H-chromen-3-yl)benzohydrazide). RXN SMILES: [OH:1][C:2]1[CH:11]=[C:10]2[C:5]([C:6](=[O:33])[C:7]([C:16]3[CH:32]=[CH:31][C:19]([C:20]([NH:22][NH:23]C(OC(C)(C)C)=O)=[O:21])=[CH:18][CH:17]=3)=[C:8]([C:12]([F:15])([F:14])[F:13])[O:9]2)=[CH:4][CH:3]=1.Cl.CO>>[OH:1][C:2]1[CH:11]=[C:10]2[C:5]([C:6](=[O:33])[C:7]([C:16]3[CH:32]=[CH:31][C:19]([C:20]([NH:22][NH2:23])=[O:21])=[CH:18][CH:17]=3)=[C:8]([C:12]([F:14])([F:15])[F:13])[O:9]2)=[CH:4][CH:3]=1 |f:1.2|. Procedure details: tert-Butyl 2-(4-(7-hydroxy-4-oxo-2-(trifluoromethyl)-4H-chromen-3-yl)benzoyl)hydrazinecarboxylate is treated with HCl/MeOH overnight. Solvent is removed under reduced pressure to give the product. Reactants: Cl.Cl.C(C)(=O)N1CCN(CC1)N (1-acetyl-4-aminopiperazine dihydrochloride), OC=1C(=C2CCC(OC2=C(C1C)C)(C(=O)O)C)C (6-hydroxy-2,5,7,8-tetramethylchroman-2-carboxylic acid), ON1N=NC2=C1C=CC=C2 (1-hydroxybenzotriazole), Cl.C(C)N=C=NCCCN(C)C (N-ethyl-N′-(3-dimethylaminopropyl)carbodimide hydrochloride). The solvent is [Cl-].[Na+].O (brine), C(C)(=O)OCC (ethyl acetate), CN(C=O)C (N,N-dimethylformamide), C(C)N(CC)CC (triethylamine). Reaction conditions: temperature 5 celsius, time 2 hour. Yields the product C(C)(=O)N1CCN(CC1)NC(=O)C1(OC2=C(C(=C(C(=C2CC1)C)O)C)C)C (N-(4-acetyl-1-piperazinyl)-6-hydroxy-2,5,7,8-tetramethylchroman-2-carboxamide). Yield: 32.6%. Reaction SMILES: Cl.Cl.[C:3]([N:6]1[CH2:11][CH2:10][N:9]([NH2:12])[CH2:8][CH2:7]1)(=[O:5])[CH3:4].[OH:13][C:14]1[C:15]([CH3:30])=[C:16]2[C:21](=[C:22]([CH3:25])[C:23]=1[CH3:24])[O:20][C:19]([CH3:29])([C:26](O)=[O:27])[CH2:18][CH2:17]2.ON1C2C=CC=CC=2N=N1.Cl.C(N=C=NCCCN(C)C)C>CN(C)C=O.[Cl-].[Na+].O.C(OCC)(=O)C.C(N(CC)CC)C>[C:3]([N:6]1[CH2:11][CH2:10][N:9]([NH:12][C:26]([C:19]2([CH3:29])[CH2:18][CH2:17][C:16]3[C:21](=[C:22]([CH3:25])[C:23]([CH3:24])=[C:14]([OH:13])[C:15]=3[CH3:30])[O:20]2)=[O:27])[CH2:8][CH2:7]1)(=[O:5])[CH3:4] |f:0.1.2,5.6,8.9.10|. Procedure: To a solution of 1-acetyl-4-aminopiperazine dihydrochloride (300 mg), 6-hydroxy-2,5,7,8-tetramethylchroman-2-carboxylic acid (382 mg), 1-hydroxybenzotriazole (244 mg) in N,N-dimethylformamide (6 ml) was added N-ethyl-N′-(3-dimethylaminopropyl)carbodimide hydrochloride (350 mg) and triethylamine (0.78 ml) at 5° C. The mixture was stirred at 5° C. for 2 hours and then poured into ethyl acetate and brine. The organic layer was combined, dried over magnesium sulfate, and concentrated. The residue wa... Reactants: N#Cc1ccc(Br)nc1, O=C([O-])[O-], CC(=O)[O-], CC(=O)[O-], CC1(C)c2cccc(P(c3ccccc3)c3ccccc3)c2Oc2c(P(c3ccccc3)c3ccccc3)cccc21, COC(=O)c1cccc2[nH]c3ccccc3c12, [Cs+], [Cs+], C1COCCO1, [Pd+2]. The product is COC(=O)c1cccc2c1c1ccccc1n2-c1ccc(C#N)cn1. As a reaction SMILES: [Br:1][c:2]1[n:3][cH:4][c:5]([C:8]#[N:9])[cH:6][cH:7]1.[C:10](=[O:11])([O-:12])[O-:13].[C:81]([O-:82])(=[O:83])[CH3:84].[C:86]([O-:87])(=[O:88])[CH3:89].[CH3:16][C:17]1([CH3:18])[c:19]2[cH:20][cH:21][cH:22][c:23]([P:24]([c:25]3[cH:26][cH:27][cH:28][cH:29][cH:30]3)[c:31]3[cH:32][cH:33][cH:34][cH:35][cH:36]3)[c:37]2[O:38][c:39]2[c:40]1[cH:41][cH:42][cH:43][c:44]2[P:45]([c:46]1[cH:47][cH:48][cH:49][cH:50][cH:51]1)[c:52]1[cH:53][cH:54][cH:55][cH:56][cH:57]1.[CH3:58][O:59][C:60](=[O:61])[c:62]1[cH:63][cH:64][cH:65][c:66]2[nH:67][c:68]3[cH:69][cH:70][cH:71][cH:72][c:73]3[c:74]12.[Cs+:14].[Cs+:15].[O:75]1[CH2:76][CH2:77][O:78][CH2:79][CH2:80]1.[Pd+2:85]>>[c:2]1(-[n:67]2[c:66]3[cH:65][cH:64][cH:63][c:62]([C:60]([O:59][CH3:58])=[O:61])[c:74]3[c:73]3[c:68]2[cH:69][cH:70][cH:71][cH:72]3)[n:3][cH:4][c:5]([C:8]#[N:9])[cH:6][cH:7]1. Reactants: N(CC(=O)O)C(=O)OC(C)(C)C (t-BOC-Gly), FC(C(=O)O)(F)F (trifluoroacetic acid). The solvent is C(Cl)Cl (CH2Cl2). Conditions: time 6 hour. Product: FC(C(=O)O)(F)F.NCC(=O)O (TFA Gly). As a reaction SMILES: [NH:1](C(OC(C)(C)C)=O)[CH2:2][C:3]([OH:5])=[O:4].[F:13][C:14]([F:19])([F:18])[C:15]([OH:17])=[O:16]>C(Cl)Cl>[F:13][C:14]([F:19])([F:18])[C:15]([OH:17])=[O:16].[NH2:1][CH2:2][C:3]([OH:5])=[O:4] |f:3.4|. Procedure: To a solution of t-BOC-Gly-Ama-diEt (985.2 g, 2.96 mol) in 770 mL CH2Cl2, 770 mL trifluoroacetic acid (TFA) was added. The resulting mixture was stirred and after 6 hour a precipitate formed, which was collected after 8 hours. Recrystallization from CHCl3 gave 1025.1 g of TFA-Gly-Ama-diEt as a white solid: 1H NMR (DMSO-d6): δ 9.34 (d, 1H, NH), 8.13 (b.s., 3H, NH2 TFA salt), 5.17 (d, 1H, CH), 4.20 (m, 4H, CH2), 3.71 (d, 2H, CH2), 1.22 (t, 6H, CH3). Starting materials: C1=CC(=C(C=C1C=2C=CC(=CC2F)F)C(=O)O)O (diflunisal), [Na+].[I-] (NaI), C(C)(=O)O (acetic acid). Solvent: C(C)#N (acetonitrile). Run at time 1.5 hour. Product: FC1=C(C=CC(=C1)F)C1=CC(=C(C(C(=O)O)=C1)O)I (5-(2,4-difluorophenyl)-3-iodo-salicylic acid). Isolated yield 864.1%. RXN SMILES: [CH:1]1[C:6]([C:7]2[CH:8]=[CH:9][C:10]([F:14])=[CH:11][C:12]=2[F:13])=[CH:5][C:4]([C:15]([OH:17])=[O:16])=[C:3]([OH:18])[CH:2]=1.[Na+].[I-:20].C(O)(=O)C>C(#N)C>[F:13][C:12]1[CH:11]=[C:10]([F:14])[CH:9]=[CH:8][C:7]=1[C:6]1[CH:5]=[C:4]([C:15]([OH:17])=[O:16])[C:3]([OH:18])=[C:2]([I:20])[CH:1]=1 |f:1.2|. Procedure: 20 mg (0.08 mmol) of diflunisal, 14 mg (0.093 mmol) of NaI and 30 mg (0.13 mmol) of CAT dissolved in 1040 μl of acetonitrile and 52 μl of acetic acid are placed in a 25 ml flask. It was stirred for 1.5 hr at room temperature. The reaction was monitored by HPLC until the consumption of starting product was observed and 96% of iodinated product was detected. The solution was then acidified to pH=1.0 with a 5% solution of HCl and extracted with ethyl acetate. The organic phases were combined and wa...